This data is from the Open Reaction Database (ORD), a public repository of structured organic reaction records. The task is: describe an organic reaction: reactants, conditions, products, and yield The reactants are CO, O=C(c1ccc(F)cc1[N+](=O)[O-])N1CC1, O=C1NCN(c2ccccc2)C12CCNCC2, c1ccccc1. Yields the product O=C(NCCN1CCC2(CC1)C(=O)NCN2c1ccccc1)c1ccc(F)cc1[N+](=O)[O-]. Reaction SMILES: [CH3:33][OH:34].[F:1][c:2]1[cH:3][c:4]([N+:13](=[O:14])[O-:15])[c:5]([C:6](=[O:7])[N:8]2[CH2:9][CH2:10]2)[cH:11][cH:12]1.[c:16]1([N:22]2[CH2:23][NH:24][C:25](=[O:32])[C:26]23[CH2:27][CH2:28][NH:29][CH2:30][CH2:31]3)[cH:17][cH:18][cH:19][cH:20][cH:21]1.[cH:35]1[cH:36][cH:37][cH:38][cH:39][cH:40]1>>[F:1][c:2]1[cH:3][c:4]([N+:13](=[O:14])[O-:15])[c:5]([C:6](=[O:7])[NH:8][CH2:10][CH2:9][N:29]2[CH2:28][CH2:27][C:26]3([N:22]([c:16]4[cH:17][cH:18][cH:19][cH:20][cH:21]4)[CH2:23][NH:24][C:25]3=[O:32])[CH2:31][CH2:30]2)[cH:11][cH:12]1.